Task: describe an organic reaction: reactants, conditions, products, and yield. Dataset: the Open Reaction Database (ORD), a public repository of structured organic reaction records The reactants are Cl, O, OCCO, NS(=O)(=O)C1=CC2=C(O)CCSC2S1. The product is NS(=O)(=O)C1=CC2=C(OCCO)CCSC2S1. As a reaction SMILES: [ClH:15].[OH2:16].[OH:17][CH2:18][CH2:19][OH:20].[OH:1][C:2]1=[C:3]2[CH:4]([S:5][CH2:6][CH2:7]1)[S:8][C:9]([S:11](=[O:12])(=[O:13])[NH2:14])=[CH:10]2>>[O:1]([C:2]1=[C:3]2[CH:4]([S:5][CH2:6][CH2:7]1)[S:8][C:9]([S:11](=[O:12])(=[O:13])[NH2:14])=[CH:10]2)[CH2:19][CH2:18][OH:17].